This data is from the Open Reaction Database (ORD), a public repository of structured organic reaction records. The task is: describe an organic reaction: reactants, conditions, products, and yield Starting materials: CC(=O)Nc1ccc(S(=O)(=O)C2CC(C(=O)OC(C)(C)C)N(C(=O)CNC(=O)Nc3cccc(C(=O)OCc4ccccc4)c3)C2c2ccccc2F)cc1, CCO. Product: CC(=O)Nc1ccc(S(=O)(=O)C2CC(C(=O)OC(C)(C)C)N(C(=O)CNC(=O)Nc3cccc(C(=O)O)c3)C2c2ccccc2F)cc1. As a reaction SMILES: [C:1]([CH3:2])(=[O:3])[NH:4][c:5]1[cH:6][cH:7][c:8]([S:11](=[O:12])(=[O:13])[CH:14]2[CH2:15][CH:16]([C:49](=[O:50])[O:51][C:52]([CH3:53])([CH3:54])[CH3:55])[N:17]([C:26]([CH2:27][NH:28][C:29](=[O:30])[NH:31][c:32]3[cH:33][c:34]([C:38](=[O:39])[O:40][CH2:41][c:42]4[cH:43][cH:44][cH:45][cH:46][cH:47]4)[cH:35][cH:36][cH:37]3)=[O:48])[CH:18]2[c:19]2[c:20]([F:25])[cH:21][cH:22][cH:23][cH:24]2)[cH:9][cH:10]1.[CH3:56][CH2:57][OH:58]>>[C:1]([CH3:2])(=[O:3])[NH:4][c:5]1[cH:6][cH:7][c:8]([S:11](=[O:12])(=[O:13])[CH:14]2[CH2:15][CH:16]([C:49](=[O:50])[O:51][C:52]([CH3:53])([CH3:54])[CH3:55])[N:17]([C:26]([CH2:27][NH:28][C:29](=[O:30])[NH:31][c:32]3[cH:33][c:34]([C:38](=[O:39])[OH:40])[cH:35][cH:36][cH:37]3)=[O:48])[CH:18]2[c:19]2[c:20]([F:25])[cH:21][cH:22][cH:23][cH:24]2)[cH:9][cH:10]1.